This data is from the Open Reaction Database (ORD), a public repository of structured organic reaction records. The task is: describe an organic reaction: reactants, conditions, products, and yield Starting materials: CN1CCNCC1, CSC1=NC(=O)C(=Cc2ccc3c(cnn3Cc3ccc(C(F)(F)F)cc3C(F)(F)F)c2)S1. Yields the product CN1CCN(C2=NC(=O)C(=Cc3ccc4c(cnn4Cc4ccc(C(F)(F)F)cc4C(F)(F)F)c3)S2)CC1. As a reaction SMILES: [CH3:34][N:35]1[CH2:36][CH2:37][NH:38][CH2:39][CH2:40]1.[F:1][C:2]([c:3]1[c:4]([CH2:5][n:6]2[n:7][cH:8][c:9]3[cH:10][c:11]([CH:15]=[C:16]4[C:17](=[O:23])[N:18]=[C:19]([S:21][CH3:22])[S:20]4)[cH:12][cH:13][c:14]23)[cH:24][cH:25][c:26]([C:28]([F:29])([F:30])[F:31])[cH:27]1)([F:32])[F:33]>>[F:1][C:2]([c:3]1[c:4]([CH2:5][n:6]2[n:7][cH:8][c:9]3[cH:10][c:11]([CH:15]=[C:16]4[C:17](=[O:23])[N:18]=[C:19]([N:38]5[CH2:37][CH2:36][N:35]([CH3:34])[CH2:40][CH2:39]5)[S:20]4)[cH:12][cH:13][c:14]23)[cH:24][cH:25][c:26]([C:28]([F:29])([F:30])[F:31])[cH:27]1)([F:32])[F:33]. Starting materials: C(C)(C)(C)OC(=O)N(CCN([C@H]1COC2=C(C=3N(C1)C=1C=C(C=CC1C3C3CCCCC3)C(=O)O)C=CC(=C2)OCC2=NC=CC=C2)C)C ((7R)-7-[{2-[(tert-butoxycarbonyl)(methyl)amino]ethyl}(methyl)amino]-14-cyclohexyl-3-(pyridin-2-ylmethoxy)-7,8-dihydro-6H-indolo[1,2-e][1,5]benzoxazocine-11-carboxylic acid), COC(CN(S(=O)(=O)N)C)OC (N-(2,2-dimethoxyethyl)-N-methylsulfamide), C(CCl)Cl (EDC). The reagents and catalysts are CN(C)C=1C=CN=CC1 (DMAP). Solvent: C(Cl)Cl (DCM), C(Cl)Cl (DCM). Run at temperature 40 celsius. Yields the product C1(CCCCC1)C=1C=2C=CC(=CC2N2C[C@H](COC3=C(C21)C=CC(=C3)OCC3=NC=CC=C3)N(CCN(C(OC(C)(C)C)=O)C)C)C(=O)NS(=O)(=O)N(C)CC(OC)OC (tert-butyl {2-[[(7R)-14-cyclohexyl-11-[({[(2,2-dimethoxyethyl)(methyl)amino]sulfonyl}amino)carbonyl]-3-(pyridin-2-ylmethoxy)-7,8-dihydro-6H-indolo[1,2-e][1,5]benzoxazocin-7-yl](methyl)amino]ethyl}methylcarbamate). RXN SMILES: [C:1]([O:5][C:6]([N:8]([CH3:49])[CH2:9][CH2:10][N:11]([CH3:48])[C@@H:12]1[CH2:19][N:18]2[C:20]3[CH:21]=[C:22]([C:33](O)=[O:34])[CH:23]=[CH:24][C:25]=3[C:26]([CH:27]3[CH2:32][CH2:31][CH2:30][CH2:29][CH2:28]3)=[C:17]2[C:16]2[CH:36]=[CH:37][C:38]([O:40][CH2:41][C:42]3[CH:47]=[CH:46][CH:45]=[CH:44][N:43]=3)=[CH:39][C:15]=2[O:14][CH2:13]1)=[O:7])([CH3:4])([CH3:3])[CH3:2].[CH3:50][O:51][CH:52]([O:60][CH3:61])[CH2:53][N:54]([CH3:59])[S:55]([NH2:58])(=[O:57])=[O:56].C(Cl)CCl>CN(C1C=CN=CC=1)C.C(Cl)Cl>[CH:27]1([C:26]2[C:25]3[CH:24]=[CH:23][C:22]([C:33]([NH:58][S:55]([N:54]([CH2:53][CH:52]([O:51][CH3:50])[O:60][CH3:61])[CH3:59])(=[O:57])=[O:56])=[O:34])=[CH:21][C:20]=3[N:18]3[C:17]=2[C:16]2[CH:36]=[CH:37][C:38]([O:40][CH2:41][C:42]4[CH:47]=[CH:46][CH:45]=[CH:44][N:43]=4)=[CH:39][C:15]=2[O:14][CH2:13][C@H:12]([N:11]([CH3:48])[CH2:10][CH2:9][N:8]([CH3:49])[C:6](=[O:7])[O:5][C:1]([CH3:2])([CH3:3])[CH3:4])[CH2:19]3)[CH2:28][CH2:29][CH2:30][CH2:31][CH2:32]1. Procedure details: (7R)-7-[{2-[(tert-butoxycarbonyl)(methyl)amino]ethyl}(methyl)amino]-14-cyclohexyl-3-(pyridin-2-ylmethoxy)-7,8-dihydro-6H-indolo[1,2-e][1,5]benzoxazocine-11-carboxylic acid, N-(2,2-dimethoxyethyl)-N-methylsulfamide (2 eq, see Example 1, Step 1) and DMAP (5 eq) were dissolved in DCM (24 mM) and EDC (3 eq) was added. The mixture was warmed to 40° C. After 2 h the mixture was diluted with DCM and extracted twice with H2O, sat. aq. NH4Cl and brine. The organic phase was dried over Na2SO4 and evaporat... Reactants: CCOC(=O)c1nc2ccc([N+](=O)[O-])cc2n1O, Cl. Yields the product Cl, O=[N+]([O-])c1ccc2ncn(O)c2c1. RXN SMILES: [CH2:1]([O:2][C:3](=[O:4])[c:6]1[n:7][c:8]2[c:9]([n:10]1[OH:11])[cH:12][c:13]([N+:16](=[O:17])[O-:18])[cH:14][cH:15]2)[CH3:5].[ClH:19]>>[ClH:19].[cH:6]1[n:7][c:8]2[c:9]([n:10]1[OH:11])[cH:12][c:13]([N+:16](=[O:17])[O-:18])[cH:14][cH:15]2.